Dataset: the Open Reaction Database (ORD), a public repository of structured organic reaction records. Task: describe an organic reaction: reactants, conditions, products, and yield Reactants: COc1cc(OC)cc(C(=CC#N)c2ccc(OC)c(O[Si](C)(C)C(C)(C)C)c2)c1, C1CCOC1, CCCC[N+](CCCC)(CCCC)CCCC, [F-], O. Yields the product COc1cc(OC)cc(C(=CC#N)c2ccc(OC)c(O)c2)c1. As a reaction SMILES: [C:19]([Si:20]([CH3:21])([CH3:22])[O:24][c:25]1[cH:26][c:27]([C:33](=[CH:34][C:35]#[N:36])[c:37]2[cH:38][c:39]([O:45][CH3:46])[cH:40][c:41]([O:43][CH3:44])[cH:42]2)[cH:28][cH:29][c:30]1[O:31][CH3:32])([CH3:23])([CH3:47])[CH3:48].[CH2:50]1[O:51][CH2:52][CH2:53][CH2:54]1.[CH3:2][CH2:3][CH2:4][CH2:5][N+:6]([CH2:7][CH2:8][CH2:9][CH3:10])([CH2:11][CH2:12][CH2:13][CH3:14])[CH2:15][CH2:16][CH2:17][CH3:18].[F-:1].[OH2:49]>>[OH:24][c:25]1[cH:26][c:27]([C:33](=[CH:34][C:35]#[N:36])[c:37]2[cH:38][c:39]([O:45][CH3:46])[cH:40][c:41]([O:43][CH3:44])[cH:42]2)[cH:28][cH:29][c:30]1[O:31][CH3:32].